Dataset: the Open Reaction Database (ORD), a public repository of structured organic reaction records. Task: describe an organic reaction: reactants, conditions, products, and yield The reactants are ClC1=CC(=C(CN2N=CC3=CC(=CC=C23)\C=C/2\C(N(C(S2)=O)[C@@H]2CNC[C@H]2F)=O)C=C1)C(F)(F)F ((5Z)-5-({1-[4-chloro-2-(trifluoromethyl)benzyl]-1H-indazol-5-yl}methylidene)-3-[(trans)-4-fluoropyrrolidin-3-yl]-1,3-thiazolidine-2,4-dione), CC(=O)C (acetone). Product: ClC1=CC(=C(CN2N=CC3=CC(=CC=C23)\C=C/2\C(N(C(S2)=O)[C@@H]2CN(C[C@H]2F)C(C)C)=O)C=C1)C(F)(F)F ((5Z)-5-({1-[4-Chloro-2-(trifluoromethyl)benzyl]-1H-indazol-5-yl}methylidene)-3-[(trans)-4-fluoro-1-(1-methylethyl)pyrrolidin-3-yl]-1,3-thiazolidine-2,4-dione). As a reaction SMILES: [Cl:1][C:2]1[CH:31]=[CH:30][C:5]([CH2:6][N:7]2[C:15]3[C:10](=[CH:11][C:12](/[CH:16]=[C:17]4/[C:18](=[O:29])[N:19]([C@H:23]5[C@H:27]([F:28])[CH2:26][NH:25][CH2:24]5)[C:20](=[O:22])[S:21]/4)=[CH:13][CH:14]=3)[CH:9]=[N:8]2)=[C:4]([C:32]([F:35])([F:34])[F:33])[CH:3]=1.[CH3:36][C:37]([CH3:39])=O>>[Cl:1][C:2]1[CH:31]=[CH:30][C:5]([CH2:6][N:7]2[C:15]3[C:10](=[CH:11][C:12](/[CH:16]=[C:17]4/[C:18](=[O:29])[N:19]([C@H:23]5[C@H:27]([F:28])[CH2:26][N:25]([CH:37]([CH3:39])[CH3:36])[CH2:24]5)[C:20](=[O:22])[S:21]/4)=[CH:13][CH:14]=3)[CH:9]=[N:8]2)=[C:4]([C:32]([F:34])([F:35])[F:33])[CH:3]=1. Procedure: (5Z)-5-({1-[4-Chloro-2-(trifluoromethyl)benzyl]-1H-indazol-5-yl}methylidene)-3-[(trans)-4-fluoro-1-(1-methylethyl)pyrrolidin-3-yl]-1,3-thiazolidine-2,4-dione was prepared from (5Z)-5-({1-[4-chloro-2-(trifluoromethyl)benzyl]-1H-indazol-5-yl}methylidene)-3-[(trans)-4-fluoropyrrolidin-3-yl]-1,3-thiazolidine-2,4-dione (Example 317) and acetone (in place of formaldehyde) following General Procedure R2. The reactants are CCn1c(S)nnc1C12CC3CC(CC(C3)C1)C2, CCI, CO. Yields the product CCSc1nnc(C23CC4CC(CC(C4)C2)C3)n1CC. Reaction SMILES: [C:1]12([c:11]3[n:12]([CH2:17][CH3:18])[c:13]([SH:16])[n:14][n:15]3)[CH2:2][CH:3]3[CH2:4][CH:5]([CH2:6][CH:7]([CH2:8]1)[CH2:9]3)[CH2:10]2.[CH2:19]([CH3:20])[I:21].[CH3:22][OH:23]>>[C:1]12([c:11]3[n:12]([CH2:17][CH3:18])[c:13]([S:16][CH2:19][CH3:20])[n:14][n:15]3)[CH2:2][CH:3]3[CH2:4][CH:5]([CH2:6][CH:7]([CH2:8]1)[CH2:9]3)[CH2:10]2. Reactants: FC(C=1C=C(C=CC1)C(=N)CC=O)(F)F ((m-trifluoromethylphenyl)formimidoylacetaldehyde), NC(=O)N (urea), C(C)O (ethanol). The product is FC(C=1C=C(C=CC1)C=1C=NC(=NC1)O)(F)F (5-(m-Trifluoromethylphenyl)-2-pyrimidinol). Reaction SMILES: [F:1][C:2]([F:15])([F:14])[C:3]1[CH:4]=[C:5]([C:9]([CH2:11]C=O)=N)[CH:6]=[CH:7][CH:8]=1.[NH2:16][C:17]([NH2:19])=[O:18].[CH2:20](O)C>>[F:15][C:2]([F:1])([F:14])[C:3]1[CH:4]=[C:5]([C:9]2[CH:11]=[N:16][C:17]([OH:18])=[N:19][CH:20]=2)[CH:6]=[CH:7][CH:8]=1. Procedure details: By the procedure described in Example 4, (m-trifluoromethylphenyl)formimidoylacetaldehyde is reacted with urea to give the product of the Example (recrystallized from ethanol), m.p. 283°-285° C. Starting materials: C[O-].[Na+] (sodium methoxide), Cl (hydrochloric acid), ClC=1C=C(C=O)C=CC1Cl (3,4-dichlorobenzaldehyde), C(OC)(OC)OC (trimethyl orthoformate). Solvent: CO (methanol), CO (methanol). Run at temperature 25 celsius, time 24 hour. The product is COC(C1=CC(=C(C=C1)Cl)Cl)OC (3,4-dichlorobenzaldehyde dimethyl acetal). Yield: 89.1%. As a reaction SMILES: Cl.[Cl:2][C:3]1[CH:4]=[C:5]([CH:8]=[CH:9][C:10]=1[Cl:11])C=O.C[O-].[Na+].[CH:15](OC)([O:18][CH3:19])[O:16][CH3:17]>CO>[CH3:17][O:16][CH:15]([O:18][CH3:19])[C:8]1[CH:5]=[CH:4][C:3]([Cl:2])=[C:10]([Cl:11])[CH:9]=1 |f:2.3|. Procedure details: Concentrated hydrochloric acid (1.0 ml) was added to a stirred suspension of 3,4-dichlorobenzaldehyde (140 g) in a mixture of trimethyl orthoformate (94 g) and dry methanol (400 ml). After stirring for 24 hours at laboratory temperature (about 25° C.), the reaction solution was adjusted to pH 7-8 by the addition of a solution of sodium methoxide in methanol and concentrated on a rotary evaporator. The residual oil was then dissolved in diethyl ether (600 ml). The ethereal solution was washed wit... The reactants are CCOC(=O)CCCCCc1c(C)nn2c(CC)ccc2c1-c1ccc(C#N)cc1, CO, [K+], C1CCOC1, [OH-]. Yields the product CCc1ccc2c(-c3ccc(C#N)cc3)c(CCCCCC(=O)O)c(C)nn12. RXN SMILES: [C:1](#[N:2])[c:3]1[cH:4][cH:5][c:6](-[c:9]2[c:10]3[n:11]([n:12][c:13]([CH3:25])[c:14]2[CH2:15][CH2:16][CH2:17][CH2:18][CH2:19][C:20](=[O:21])[O:22][CH2:23][CH3:24])[c:26]([CH2:29][CH3:30])[cH:27][cH:28]3)[cH:7][cH:8]1.[CH3:33][OH:34].[K+:32].[O:35]1[CH2:36][CH2:37][CH2:38][CH2:39]1.[OH-:31]>>[C:1](#[N:2])[c:3]1[cH:4][cH:5][c:6](-[c:9]2[c:10]3[n:11]([n:12][c:13]([CH3:25])[c:14]2[CH2:15][CH2:16][CH2:17][CH2:18][CH2:19][C:20](=[O:21])[OH:22])[c:26]([CH2:29][CH3:30])[cH:27][cH:28]3)[cH:7][cH:8]1. Starting materials: C=C(Br)CCO, CN(C)c1ccncc1, CC(C)(C)[Si](Cl)(c1ccccc1)c1ccccc1, c1c[nH]cn1. Yields the product C=C(Br)CCO[Si](c1ccccc1)(c1ccccc1)C(C)(C)C. Reaction SMILES: [Br:1][C:2]([CH2:3][CH2:4][OH:5])=[CH2:6].[CH3:30][N:31]([CH3:32])[c:33]1[cH:34][cH:35][n:36][cH:37][cH:38]1.[Cl:7][Si:8]([c:9]1[cH:10][cH:11][cH:12][cH:13][cH:14]1)([c:15]1[cH:16][cH:17][cH:18][cH:19][cH:20]1)[C:21]([CH3:22])([CH3:23])[CH3:24].[nH:25]1[cH:26][cH:27][n:28][cH:29]1>>[Br:1][C:2]([CH2:3][CH2:4][O:5][Si:8]([c:9]1[cH:10][cH:11][cH:12][cH:13][cH:14]1)([c:15]1[cH:16][cH:17][cH:18][cH:19][cH:20]1)[C:21]([CH3:22])([CH3:23])[CH3:24])=[CH2:6].